This data is from the Open Reaction Database (ORD), a public repository of structured organic reaction records. The task is: describe an organic reaction: reactants, conditions, products, and yield Reactants: [Ag+], CN1C(=O)C(NC(=S)Nc2ccc(N3CCOCC3)c3ccccc23)N=C(c2ccccc2Cl)c2cc(Cl)ccc21, ClCCl, N#CN, [Na], [Na], O=S(=O)([O-])C(F)(F)F. Yields the product CN1C(=O)C(NC(=NC#N)Nc2ccc(N3CCOCC3)c3ccccc23)N=C(c2ccccc2Cl)c2cc(Cl)ccc21. Reaction SMILES: [Ag+:58].[Cl:1][c:2]1[cH:3][cH:4][c:5]2[c:6]([cH:41]1)[C:7]([c:34]1[c:35]([Cl:40])[cH:36][cH:37][cH:38][cH:39]1)=[N:8][CH:9]([NH:14][C:15](=[S:16])[NH:17][c:18]1[cH:19][cH:20][c:21]([N:28]3[CH2:29][CH2:30][O:31][CH2:32][CH2:33]3)[c:22]3[cH:23][cH:24][cH:25][cH:26][c:27]13)[C:10](=[O:13])[N:11]2[CH3:12].[Cl:47][CH2:48][Cl:49].[N:44]#[C:45][NH2:46].[Na:42].[Na:43].[S:50]([O-:51])([C:52]([F:53])([F:54])[F:55])(=[O:56])=[O:57]>>[Cl:1][c:2]1[cH:3][cH:4][c:5]2[c:6]([cH:41]1)[C:7]([c:34]1[c:35]([Cl:40])[cH:36][cH:37][cH:38][cH:39]1)=[N:8][CH:9]([NH:14][C:15]([NH:17][c:18]1[cH:19][cH:20][c:21]([N:28]3[CH2:29][CH2:30][O:31][CH2:32][CH2:33]3)[c:22]3[cH:23][cH:24][cH:25][cH:26][c:27]13)=[N:46][C:45]#[N:44])[C:10](=[O:13])[N:11]2[CH3:12]. The reactants are C(C)(C)(C)OC(=O)N1CC2=CC=C(C=C2C1)I (5-iodo-1,3-dihydro-isoindole-2-carboxylic acid tert-butyl ester), C1(CC1)CO (cyclopropylmethanol). The product is C(C)(C)(C)OC(=O)N1CC2=CC=C(C=C2C1)OCC1CC1 (5-Cyclopropylmethoxy-1,3-dihydro-isoindole-2-carboxylic acid tert-butyl ester). Reaction SMILES: [C:1]([O:5][C:6]([N:8]1[CH2:16][C:15]2[C:10](=[CH:11][CH:12]=[C:13](I)[CH:14]=2)[CH2:9]1)=[O:7])([CH3:4])([CH3:3])[CH3:2].[CH:18]1([CH2:21][OH:22])[CH2:20][CH2:19]1>>[C:1]([O:5][C:6]([N:8]1[CH2:16][C:15]2[C:10](=[CH:11][CH:12]=[C:13]([O:22][CH2:21][CH:18]3[CH2:20][CH2:19]3)[CH:14]=2)[CH2:9]1)=[O:7])([CH3:4])([CH3:3])[CH3:2]. Reported procedure: Prepared in analogy to Example A6(a) from 5-iodo-1,3-dihydro-isoindole-2-carboxylic acid tert-butyl ester (Example A38(b)) and cyclopropylmethanol. Off-white solid. MS (m/e): 234.1 ([M+H-Me2C═CH2]+, 100%) Starting materials: COC(=O)CP(=O)(OC)OC (trimethyl phosphonacetate), C1(=CC=CC=C1)C=1N=C(OC1C1=CC=CC=C1)COC1=CC=C(C=O)C=C1 (4-[(4,5-diphenyl-2-oxazolyl)methoxy]benzaldehyde). Yields the product C1(=CC=CC=C1)C=1N=C(OC1C1=CC=CC=C1)COC1=CC=C(C=C1)C=CC(=O)OC (Methyl 3-[4-[(4,5-diphenyl-2-oxazolyl)methoxy]phenyl]-2-propenoate). RXN SMILES: [CH3:1][O:2][C:3]([CH2:5]P(OC)(OC)=O)=[O:4].[C:12]1([C:18]2[N:19]=[C:20]([CH2:29][O:30][C:31]3[CH:38]=[CH:37][C:34]([CH:35]=O)=[CH:33][CH:32]=3)[O:21][C:22]=2[C:23]2[CH:28]=[CH:27][CH:26]=[CH:25][CH:24]=2)[CH:17]=[CH:16][CH:15]=[CH:14][CH:13]=1>>[C:12]1([C:18]2[N:19]=[C:20]([CH2:29][O:30][C:31]3[CH:32]=[CH:33][C:34]([CH:35]=[CH:5][C:3]([O:2][CH3:1])=[O:4])=[CH:37][CH:38]=3)[O:21][C:22]=2[C:23]2[CH:28]=[CH:27][CH:26]=[CH:25][CH:24]=2)[CH:13]=[CH:14][CH:15]=[CH:16][CH:17]=1. Procedure details: Reaction of trimethyl phosphonacetate and 4-[(4,5-diphenyl-2-oxazolyl)methoxy]benzaldehyde according to the procedure of Example 21 provided the title compound, m.p. 159°-161° C. Reactants: COC1=CC=2C3=C(N(C2C=C1)C)C=CCS3 (8-methoxy-5-methylthiopyrano[3,2-b]indole), [Cl-].[Al+3].[Cl-].[Cl-] (aluminum chloride), C(C)S (ethanethiol), [Cl-].[Al+3].[Cl-].[Cl-] (aluminum chloride), C(C)S (ethanethiol), Cl (hydrochloric acid). Run in C(Cl)Cl (methylene chloride). Run at temperature 0 celsius, time 1 hour. The product is C(C)SC1=CC=2C3=C(N(C2C=C1)C)C=CCS3 (8-Ethylthio-5-methylthiopyrano[3,2-b]indole). RXN SMILES: CO[C:3]1[CH:11]=[CH:10][C:9]2[N:8]([CH3:12])[C:7]3[CH:13]=[CH:14][CH2:15][S:16][C:6]=3[C:5]=2[CH:4]=1.[Cl-].[Al+3].[Cl-].[Cl-].[CH2:21]([SH:23])[CH3:22].Cl>C(Cl)Cl>[CH2:21]([S:23][C:3]1[CH:11]=[CH:10][C:9]2[N:8]([CH3:12])[C:7]3[CH:13]=[CH:14][CH2:15][S:16][C:6]=3[C:5]=2[CH:4]=1)[CH3:22] |f:1.2.3.4|. Procedure details: 500 mg (1.9 mmol) of the compound obtained in Example 24, predissolved in 5cm3 of methylene chloride distilled over phosphorus pentoxide are added dropwise to a mixture, cooled to 0° C., of 380 mg (2.84 mmol)of aluminum chloride and 2.3 g (37.9 mmol) of ethanethiol. After stirring at 0° C. for 1 h, 1.5 eq. of aluminum chloride and 20 eq. of ethanethiol are added again. The mixture is stirred again for 1 h at 0° C. and then poured onto ice, treated with 1N hydrochloric acid and then extracted wit... The reactants are C(C)(C)(C)OC(=O)N1C=C(C2=CC=CC=C12)C1=NC=CC(=C1)[C@H]1N(CCC1)[C@H](C)C1=CC=C(C=C1)OC (3-(4-{(S)-1-[(R)-1-(4-Methoxy-phenyl)-ethyl]-pyrrolidin-2-yl}-pyridin-2-yl)-indole-1-carboxylic acid tert-butyl ester). The solvent is C(=O)(C(F)(F)F)O (TFA). The product is N1[C@@H](CCC1)C1=CC(=NC=C1)C1=CNC2=CC=CC=C12 (3-((S)-4-pyrrolidin-2-yl-pyridine-2-yl)-1H-indole). Reaction SMILES: C(OC([N:8]1[C:16]2[C:11](=[CH:12][CH:13]=[CH:14][CH:15]=2)[C:10]([C:17]2[CH:22]=[C:21]([C@@H:23]3[CH2:27][CH2:26][CH2:25][N:24]3[C@@H](C3C=CC(OC)=CC=3)C)[CH:20]=[CH:19][N:18]=2)=[CH:9]1)=O)(C)(C)C>C(O)(C(F)(F)F)=O>[NH:24]1[CH2:25][CH2:26][CH2:27][C@H:23]1[C:21]1[CH:20]=[CH:19][N:18]=[C:17]([C:10]2[C:11]3[C:16](=[CH:15][CH:14]=[CH:13][CH:12]=3)[NH:8][CH:9]=2)[CH:22]=1. Procedure details: A solution of 3-(4-{(S)-1-[(R)-1-(4-Methoxy-phenyl)-ethyl]-pyrrolidin-2-yl}-pyridin-2-yl)-indole-1-carboxylic acid tert-butyl ester (160 mg, 0.31 mmol) in TFA (5 mL) is heated in microwave at 100° C. for 30 min and concentrated down to give crude 3-((S)-4-pyrrolidin-2-yl-pyridine-2-yl)-1H-indole (15), which is used in next step without further purification. The reactants are N#Cc1ccccc1N, CCOC(C)=O, CCOCC, CCCCCC, CC(C)[Mg+], [Cl-]. The product is CC(C)C(=O)c1ccccc1N. Reaction SMILES: [C:1]([c:2]1[c:3]([NH2:4])[cH:5][cH:6][cH:7][cH:8]1)#[N:9].[CH3:15][CH2:16][O:17][C:18]([CH3:19])=[O:20].[CH3:21][CH2:22][O:23][CH2:24][CH3:25].[CH3:26][CH2:27][CH2:28][CH2:29][CH2:30][CH3:31].[CH:11]([CH3:12])([CH3:13])[Mg+:14].[Cl-:10]>>[C:1]([c:2]1[c:3]([NH2:4])[cH:5][cH:6][cH:7][cH:8]1)([CH:11]([CH3:12])[CH3:13])=[O:17]. Reactants: CC#N, Cl, CC(C)(C)ON=O, Nc1nc2c(Cl)cccc2s1. Product: Clc1nc2c(Cl)cccc2s1. RXN SMILES: [CH3:20][C:21]#[N:22].[ClH:19].[N:1]([O:2][C:3]([CH3:4])([CH3:5])[CH3:6])=[O:7].[NH2:8][c:9]1[s:10][c:11]2[c:12]([n:13]1)[c:14]([Cl:18])[cH:15][cH:16][cH:17]2>>[c:9]1([Cl:19])[s:10][c:11]2[c:12]([n:13]1)[c:14]([Cl:18])[cH:15][cH:16][cH:17]2. Starting materials: C(C)(C)(C)OC(=O)N1[C@H]([C@H](CCC1)NCC1=C(C=CC(=C1)C(C)(C)C#N)OC(C)C)C1=CC=CC=C1 ((2S,3S)-1-tert-Butoxycarbonyl-3-(5-(1-cyano-1-methylethyl)-2-isopropoxybenzyl)amino-2-phenylpiperidine), C(#N)C(C)C=1C=CC(=C(CN[C@@H]2[C@@H](NCCC2)C2=CC=CC=C2)C1)OC ((2S,3S)-3-(5-(1-cyanoethyl)-2-methoxybenzyl)amino-2-phenylpiperidine). Product: C(#N)C(C)(C)C=1C=CC(=C(CN[C@@H]2[C@@H](NCCC2)C2=CC=CC=C2)C1)OC(C)C ((2S,3S)-3-(5-(1-Cyano-1-methylethyl)-2-isopropoxybenzyl)amino-2-phenylpiperidine). Reaction SMILES: C(OC([N:8]1[CH2:13][CH2:12][CH2:11][C@H:10]([NH:14][CH2:15][C:16]2[CH:21]=[C:20]([C:22]([C:25]#[N:26])([CH3:24])[CH3:23])[CH:19]=[CH:18][C:17]=2[O:27][CH:28]([CH3:30])[CH3:29])[C@@H:9]1[C:31]1[CH:36]=[CH:35][CH:34]=[CH:33][CH:32]=1)=O)(C)(C)C.C(C(C1C=CC(OC)=C(C=1)CN[C@H]1CCCN[C@H]1C1C=CC=CC=1)C)#N>>[C:25]([C:22]([C:20]1[CH:19]=[CH:18][C:17]([O:27][CH:28]([CH3:30])[CH3:29])=[C:16]([CH:21]=1)[CH2:15][NH:14][C@H:10]1[CH2:11][CH2:12][CH2:13][NH:8][C@H:9]1[C:31]1[CH:36]=[CH:35][CH:34]=[CH:33][CH:32]=1)([CH3:24])[CH3:23])#[N:26]. Procedure details: This compound was prepared from Compound 42 in the same manner of Compound 19. Starting materials: solid, Cl.Cl.Cl.O1CCC=2C(=NC=CC21)N2CCN(CC2)CC[C@@H]2CC[C@H](CC2)N (trans-4-{2-[4-(2,3-dihydrofuro[3,2-c]pyridin-4-yl)-piperazin-1-yl]-ethyl}-cyclohexanamine trihydrochloride), Cl.Cl.Cl.O1CCC=2C(=NC=CC21)N2CCN(CC2)CC[C@@H]2CC[C@H](CC2)N (trans-4-{2-[4-(2,3-dihydrofuro[3,2-c]pyridin-4-yl)-piperazin-1-yl]-ethyl}-cyclohexanamine trihydrochloride), C(C\C=C\C)(=O)O ((E)-pent-3-enoic acid). Yields the product O1CCC=2C(=NC=CC21)N2CCN(CC2)CC[C@@H]2CC[C@H](CC2)NC(C\C=C\C)=O ((E)-Pent-3-enoic acid trans-(4-{2-[4-(2,3-dihydro-furo[3,2-c]pyridin-4-yl)-piperazin-1-yl]-ethyl}-cyclohexyl)-amide). RXN SMILES: Cl.Cl.Cl.[O:4]1[C:12]2[CH:11]=[CH:10][N:9]=[C:8]([N:13]3[CH2:18][CH2:17][N:16]([CH2:19][CH2:20][C@H:21]4[CH2:26][CH2:25][C@H:24]([NH2:27])[CH2:23][CH2:22]4)[CH2:15][CH2:14]3)[C:7]=2[CH2:6][CH2:5]1.[C:28](O)(=[O:33])[CH2:29]/[CH:30]=[CH:31]/[CH3:32]>>[O:4]1[C:12]2[CH:11]=[CH:10][N:9]=[C:8]([N:13]3[CH2:18][CH2:17][N:16]([CH2:19][CH2:20][C@H:21]4[CH2:26][CH2:25][C@H:24]([NH:27][C:28](=[O:33])[CH2:29]/[CH:30]=[CH:31]/[CH3:32])[CH2:23][CH2:22]4)[CH2:15][CH2:14]3)[C:7]=2[CH2:6][CH2:5]1 |f:0.1.2.3|. Procedure details: The title compound, white solid (95 mg, 92%), MS (ISP) m/z=413.5 [(M+H)+], mp 175.5° C., was prepared in accordance with the general method of example 32 from trans-4-{2-[4-(2,3-dihydrofuro[3,2-c]pyridin-4-yl)-piperazin-1-yl]-ethyl}-cyclohexanamine trihydrochloride (intermediate C) (110 mg, 0.25 mmol) and (E)-pent-3-enoic acid.